This data is from the Open Reaction Database (ORD), a public repository of structured organic reaction records. The task is: describe an organic reaction: reactants, conditions, products, and yield Reactants: CC1=C(C=CC(=C1)C)O (2,4-Dimethylphenol), C=O (paraformaldehyde), C(CCC)O (1-butanol), C(CCC)NCCCC (dibutylamine), C(C)(=O)O (acetic acid). Run in C1(=CC=CC=C1)C (toluene), C1(=CC=CC=C1)C (toluene). Conditions: time 11 hour. Product: CC1=C(C(=CC(=C1)C)COCCCC)O (2,4-dimethyl-6-butoxymethyl-1-hydroxybenzene). As a reaction SMILES: [CH3:1][C:2]1[CH:7]=[C:6]([CH3:8])[CH:5]=[CH:4][C:3]=1[OH:9].C=O.[CH2:12]([OH:16])[CH2:13][CH2:14][CH3:15].[CH2:17](NCCCC)CCC.C(O)(=O)C>C1(C)C=CC=CC=1>[CH3:1][C:2]1[CH:7]=[C:6]([CH3:8])[CH:5]=[C:4]([CH2:17][O:16][CH2:12][CH2:13][CH2:14][CH3:15])[C:3]=1[OH:9]. Procedure: 2,4-Dimethylphenol (3.66 g; 30.0 mmol), 87.3% paraformaldehyde (1.24 g; 36.0 mmol), 1-butanol (14.46 g; 195.0 mmol), dibutylamine (0.39 g; 3.0 mmol) and acetic acid (0.90 g; 15.0 mmol) were mixed together, then the mixture was reacted under reflux with stirring for 11 hours. After completion of the reaction, toluene was added into the resulting mixture for extraction of the resulting product in toluene, and then the toluene phase was separated. After the separated toluene phase was sequentially ... Starting materials: BrC=1C=CC(=C(C1)[C@](C)(CCO)N[S@](=O)C(C)(C)C)F ((R)-N-((S)-2-(5-bromo-2-fluorophenyl)-4-hydroxybutan-2-yl)-2-methylpropane-2-sulfinamide), CC(=O)OI1(C=2C=CC=CC2C(=O)O1)(OC(=O)C)OC(=O)C (Dess-Martin periodinane). Reaction conditions: time 3 hour. The product is BrC=1C=CC(=C(C1)[C@](C)(CC=O)N[S@](=O)C(C)(C)C)F ((R)-N-((S)-2-(5-bromo-2-fluorophenyl)-4-oxobutan-2-yl)-2-methylpropane-2-sulfinamide). Yield: 82.5%. RXN SMILES: [Br:1][C:2]1[CH:3]=[CH:4][C:5]([F:20])=[C:6]([C@@:8]([NH:13][S@@:14]([C:16]([CH3:19])([CH3:18])[CH3:17])=[O:15])([CH2:10][CH2:11][OH:12])[CH3:9])[CH:7]=1.CC(OI1(OC(C)=O)(OC(C)=O)OC(=O)C2C=CC=CC1=2)=O>>[Br:1][C:2]1[CH:3]=[CH:4][C:5]([F:20])=[C:6]([C@@:8]([NH:13][S@@:14]([C:16]([CH3:19])([CH3:18])[CH3:17])=[O:15])([CH2:10][CH:11]=[O:12])[CH3:9])[CH:7]=1. Procedure: A 100 mL flask containing (R)-N-((S)-2-(5-Bromo-2-fluorophenyl)-4-hydroxybutan-2-yl)-2-methylpropane-2-sulfinamide (4c, 2.472 g, 6.75 mmol) under nitrogen was placed in a water bath and treated with Dess-Martin periodinane (Aldrich; 0.3 M in CH2Cl2; 25 mL, 7.50 mmol). The mixture was stirred at ambient temperature for 3 h, after which the reaction was quenched with saturated aqueous sodium thiosulfate solution (7.5 mL) and stirred for 15 min. The product was extracted into CH2Cl2 from saturated ...